Task: describe an organic reaction: reactants, conditions, products, and yield. Dataset: the Open Reaction Database (ORD), a public repository of structured organic reaction records The reactants are NCc1cc(Cl)ccc1-n1cnnn1, O=C(O)C1CCCN1C(=O)C1(O)c2ccccc2-c2ccccc21. Yields the product O=C(NCc1cc(Cl)ccc1-n1cnnn1)C1CCCN1C(=O)C1(O)c2ccccc2-c2ccccc21. As a reaction SMILES: [Cl:25][c:26]1[cH:27][cH:28][c:29](-[n:34]2[n:35][n:36][n:37][cH:38]2)[c:30]([CH2:32][NH2:33])[cH:31]1.[OH:1][C:2]1([C:15](=[O:16])[N:17]2[CH:18]([C:19](=[O:20])[OH:21])[CH2:22][CH2:23][CH2:24]2)[c:3]2[cH:4][cH:5][cH:6][cH:7][c:8]2-[c:9]2[cH:10][cH:11][cH:12][cH:13][c:14]21>>[OH:1][C:2]1([C:15](=[O:16])[N:17]2[CH:18]([C:19](=[O:20])[NH:33][CH2:32][c:30]3[c:29](-[n:34]4[n:35][n:36][n:37][cH:38]4)[cH:28][cH:27][c:26]([Cl:25])[cH:31]3)[CH2:22][CH2:23][CH2:24]2)[c:3]2[cH:4][cH:5][cH:6][cH:7][c:8]2-[c:9]2[cH:10][cH:11][cH:12][cH:13][c:14]21. Starting materials: FC(CC=1C=C(C=CC1)CCC(=O)OCC)C1=NC(=C(C=C1)C1=C(C=CC(=C1)OC)F)CC(C)(C)C (ethyl 3-(3-(2-fluoro-2-(5-(2-fluoro-5-methoxyphenyl)-6-neopentylpyridin-2-yl)ethyl)phenyl)propanoate), [OH-].[Na+] (sodium hydroxide). Run in C1CCOC1 (THF), CO (methanol). Reaction conditions: time 30 minute. Yields the product CC(CC1=C(C=CC(=N1)C(CC=1C=C(C=CC1)CCC(=O)O)F)C1=C(C=CC(=C1)OC)F)(C)C (3-(3-(2-(6-(2,2-dimethylpropyl)-5-(2-fluoro-5-methoxyphenyl)pyridin-2-yl)-2-fluoroethyl)phenyl)propanoic acid). Reaction SMILES: [F:1][CH:2]([C:17]1[CH:22]=[CH:21][C:20]([C:23]2[CH:28]=[C:27]([O:29][CH3:30])[CH:26]=[CH:25][C:24]=2[F:31])=[C:19]([CH2:32][C:33]([CH3:36])([CH3:35])[CH3:34])[N:18]=1)[CH2:3][C:4]1[CH:5]=[C:6]([CH2:10][CH2:11][C:12]([O:14]CC)=[O:13])[CH:7]=[CH:8][CH:9]=1.[OH-].[Na+]>C1COCC1.CO>[CH3:34][C:33]([CH3:36])([CH3:35])[CH2:32][C:19]1[N:18]=[C:17]([CH:2]([F:1])[CH2:3][C:4]2[CH:5]=[C:6]([CH2:10][CH2:11][C:12]([OH:14])=[O:13])[CH:7]=[CH:8][CH:9]=2)[CH:22]=[CH:21][C:20]=1[C:23]1[CH:28]=[C:27]([O:29][CH3:30])[CH:26]=[CH:25][C:24]=1[F:31] |f:1.2|. Procedure: To a solution of ethyl 3-(3-(2-fluoro-2-(5-(2-fluoro-5-methoxyphenyl)-6-neopentylpyridin-2-yl)ethyl)phenyl)propanoate (90 mg) in THF (2.0 mL) and methanol (1.0 mL) was added 1N aqueous sodium hydroxide solution (2.0 mL), and the mixture was stirred at room temperature for 30 min. To the reaction mixture was added, at room temperature, 1N hydrochloric acid (2.0 mL), and the mixture was extracted with ethyl acetate. Starting materials: O=C1CCC(CC1)(C#N)C1=NC=CC=N1 (4-oxo-1-(pyrimidin-2-yl)cyclohexanecarbonitrile), C(CO)O (ethylene glycol), O (water). Reagents/catalysts: O.C1(=CC=C(C=C1)S(=O)(=O)O)C (p-toluenesulfonic acid monohydrate). Solvent: C1=CC=CC=C1 (benzene). Yields the product N1=C(N=CC=C1)C1(CCC2(OCCO2)CC1)C#N (8-pyrimidin-2-yl-1,4-dioxa-spiro[4,5]decane-8-carbonitrile). Yield: 80.1%. Reaction SMILES: [O:1]=[C:2]1[CH2:7][CH2:6][C:5]([C:10]2[N:15]=[CH:14][CH:13]=[CH:12][N:11]=2)([C:8]#[N:9])[CH2:4][CH2:3]1.[CH2:16](O)[CH2:17][OH:18].O>C1C=CC=CC=1.O.C1(C)C=CC(S(O)(=O)=O)=CC=1>[N:15]1[CH:14]=[CH:13][CH:12]=[N:11][C:10]=1[C:5]1([C:8]#[N:9])[CH2:6][CH2:7][C:2]2([O:18][CH2:17][CH2:16][O:1]2)[CH2:3][CH2:4]1 |f:4.5|. Reported procedure: A solution of 4-oxo-1-(pyrimidin-2-yl)cyclohexanecarbonitrile (333 mg, 1.66 mmol), ethylene glycol (96.9 μl, 1.74 mmol), and p-toluenesulfonic acid monohydrate (15.7 mg, 82.7 μmol) in benzene (10 mL) was refluxed for 1.5 h while the water formed during the reaction was removed azeotropically using a Dean-Stark apparatus. After being cooled down to room temperature, the reaction was diluted (Et2O) and washed (2×H2O, 2×sat aqueous NaHCO3, and 2× brine). The organic layer was dried (Na2SO4) and con... Reactants: COC(C1=CC(=C(C=C1)Br)[N+](=O)[O-])=O (4-Bromo-3-nitrobenzoic acid methyl ester), C1(=CC=CC=C1)NC(C)=O (N-phenylacetamide). Product: COC(=O)C1=CC2=C(N(C(=N2)C)C2=CC=CC=C2)C=C1 (2-Methyl-1-phenyl-1H-benzimidazole-5-carboxylic acid methyl ester). Yield: 58.6%. RXN SMILES: [CH3:1][O:2][C:3](=[O:14])[C:4]1[CH:9]=[CH:8][C:7](Br)=[C:6]([N+:11]([O-])=O)[CH:5]=1.[C:15]1([NH:21][C:22](=O)[CH3:23])[CH:20]=[CH:19][CH:18]=[CH:17][CH:16]=1>>[CH3:1][O:2][C:3]([C:4]1[CH:9]=[CH:8][C:7]2[N:21]([C:15]3[CH:20]=[CH:19][CH:18]=[CH:17][CH:16]=3)[C:22]([CH3:23])=[N:11][C:6]=2[CH:5]=1)=[O:14]. Reported procedure: The title compound was prepared with the analogous procedure described in example 1 using 4-Bromo-3-nitrobenzoic acid methyl ester (130 mg, 0.5 mmol) and N-phenylacetamide (81 mg, 0.6 mmol) as starting materials to yield the title compound as colorless crystals (78 mg, 59%). mp 108-110° C. 1H NMR (DMSO) δ 2.55 (s, 3 H), 3.78 (s, 3 H), 7.30 (d, J=8.2 Hz, 1 H), 7.52-7.71 (m, 5 H), 7.92 (d, J=8.2 Hz, 1 H), 8.30 (br s, 1 H); 13C NMR δ 13.6, 52.1, 110.8, 118.5, 124.7, 124.8, 127.0, 129.7, 130.1, 134.... Starting materials: O=C1C=2C=CC(NC2CCC1)=O (5,6,7,8-tetrahydro-5-oxo-2(1H)-quinolinone), [H-].[Li+] (lithium hydride), BrCC=C (3-Bromopropene). The solvent is CN(C=O)C (dimethylformamide). Reaction conditions: temperature 25 celsius, time 3 hour. Yields the product O=C1C=2C=CC(N(C2CCC1)CC=C)=O (5,6,7,8-tetrahydro-5-oxo-1-(2-propenyl)-2(1H)-quinolinone). Yield: 63.0%. Reaction SMILES: [O:1]=[C:2]1[CH2:11][CH2:10][CH2:9][C:8]2[NH:7][C:6](=[O:12])[CH:5]=[CH:4][C:3]1=2.[H-].[Li+].Br[CH2:16][CH:17]=[CH2:18]>CN(C)C=O>[O:1]=[C:2]1[CH2:11][CH2:10][CH2:9][C:8]2[N:7]([CH2:18][CH:17]=[CH2:16])[C:6](=[O:12])[CH:5]=[CH:4][C:3]1=2 |f:1.2|. Reported procedure: A mixture of 5,6,7,8-tetrahydro-5-oxo-2(1H)-quinolinone (20.0 g), lithium hydride (1.57 g), and dimethylformamide (800 ml) was stirred for 3 hrs at 25° C., under nitrogen. 3-Bromopropene (15.5 g) was added and the mixture was stirred for an additional eighteen hrs. The reaction mixture was concentrated and the residue was partitioned between ethyl acetate and water. The layers were separated and the aqueous layer was extracted with ethyl acetate. The combined organic extracts were washed with wa...